This data is from the Open Reaction Database (ORD), a public repository of structured organic reaction records. The task is: describe an organic reaction: reactants, conditions, products, and yield The reactants are FC(F)(F)c1ccc(CCl)cn1, Cc1ccc(-c2cnn3c(=O)[nH]nc3c2Cl)cc1, [K+], [K+], O=C([O-])[O-], CN(C)C=O. Yields the product Cc1ccc(-c2cnn3c(=O)n(Cc4ccc(C(F)(F)F)nc4)nc3c2Cl)cc1. Reaction SMILES: [Cl:19][CH2:20][c:21]1[cH:22][cH:23][c:24]([C:27]([F:28])([F:29])[F:30])[n:25][cH:26]1.[Cl:1][c:2]1[c:3]2[n:4]([n:5][cH:6][c:7]1-[c:8]1[cH:9][cH:10][c:11]([CH3:14])[cH:12][cH:13]1)[c:15](=[O:18])[nH:16][n:17]2.[K+:31].[K+:32].[O-:33][C:34]([O-:35])=[O:36].[O:37]=[CH:38][N:39]([CH3:40])[CH3:41]>>[Cl:1][c:2]1[c:3]2[n:4]([n:5][cH:6][c:7]1-[c:8]1[cH:9][cH:10][c:11]([CH3:14])[cH:12][cH:13]1)[c:15](=[O:18])[n:16]([CH2:20][c:21]1[cH:22][cH:23][c:24]([C:27]([F:28])([F:29])[F:30])[n:25][cH:26]1)[n:17]2.